This data is from the Open Reaction Database (ORD), a public repository of structured organic reaction records. The task is: describe an organic reaction: reactants, conditions, products, and yield Reactants: mixture, ClC1=CC=C(C(=C1NC(C)=O)[N+](=O)[O-])OC (N-(6-chloro-3-methoxy-2-nitro-phenyl)-acetamide), ClC1=C(C=C(C(=C1)[N+](=O)[O-])OC)NC(C)=O (N-(2-chloro-5-methoxy-4-nitro-phenyl)-acetamide), Cl (HCl), Cl (HCl), [OH-].[Na+] (NaOH). Product: ClC1=CC=C(C(=C1N)[N+](=O)[O-])OC (6-chloro-3-methoxy-2-nitro-phenylamine). Reaction SMILES: [Cl:1][C:2]1[C:7]([NH:8]C(=O)C)=[C:6]([N+:12]([O-:14])=[O:13])[C:5]([O:15][CH3:16])=[CH:4][CH:3]=1.ClC1C=C([N+]([O-])=O)C(OC)=CC=1NC(=O)C.Cl.[OH-].[Na+]>>[Cl:1][C:2]1[C:7]([NH2:8])=[C:6]([N+:12]([O-:14])=[O:13])[C:5]([O:15][CH3:16])=[CH:4][CH:3]=1 |f:3.4|. Procedure: A solution of 6.25 g of a mixture of N-(6-chloro-3-methoxy-2-nitro-phenyl)-acetamide and N-(2-chloro-5-methoxy-4-nitro-phenyl)-acetamide in 30 mL of 25%-HCl and 150 mL of 1M-HCl was refluxed for 2 h. The reaction mixture was basified with 2M-NaOH and extracted with EtOAc. The organic phase was dried over anh. Na2SO4 and concentrated in vacuo. The crude product was purified by CC using EtOAc/heptane 1/3 to yield 819 mg of 6-chloro-3-methoxy-2-nitro-phenylamine as dark yellow oil. The reactants are CC(C)O, Cc1nc(Cl)c2ncn(C3OC(CO)C(O)C3O)c2n1, NC1CCCC1O. Product: Cc1nc(NC2CCCC2O)c2ncn(C3OC(CO)C(O)C3O)c2n1. As a reaction SMILES: [CH:28]([OH:29])([CH3:30])[CH3:31].[Cl:1][c:2]1[c:3]2[n:4][cH:5][n:6]([CH:12]3[CH:13]([OH:14])[CH:15]([OH:16])[CH:17]([CH2:19][OH:20])[O:18]3)[c:7]2[n:8][c:9]([CH3:11])[n:10]1.[NH2:21][CH:22]1[CH:23]([OH:27])[CH2:24][CH2:25][CH2:26]1>>[c:2]1([NH:21][CH:22]2[CH:23]([OH:27])[CH2:24][CH2:25][CH2:26]2)[c:3]2[n:4][cH:5][n:6]([CH:12]3[CH:13]([OH:14])[CH:15]([OH:16])[CH:17]([CH2:19][OH:20])[O:18]3)[c:7]2[n:8][c:9]([CH3:11])[n:10]1. The reactants are Nc1ccc(C2=CCCCC2)cc1, [BH3-]C#N, COC(=O)CCNC(=O)c1ccc(C=O)cc1, CO, [Na+]. Product: COC(=O)CCNC(=O)c1ccc(CNc2ccc(C3=CCCCC3)cc2)cc1. Reaction SMILES: [C:18]1([c:24]2[cH:25][cH:26][c:27]([NH2:28])[cH:29][cH:30]2)=[CH:19][CH2:20][CH2:21][CH2:22][CH2:23]1.[C:31]([BH3-:32])#[N:33].[CH3:1][O:2][C:3]([CH2:4][CH2:5][NH:6][C:7]([c:8]1[cH:9][cH:10][c:11]([CH:14]=[O:15])[cH:12][cH:13]1)=[O:16])=[O:17].[CH3:35][OH:36].[Na+:34]>>[CH3:1][O:2][C:3]([CH2:4][CH2:5][NH:6][C:7]([c:8]1[cH:9][cH:10][c:11]([CH2:14][NH:28][c:27]2[cH:26][cH:25][c:24]([C:18]3=[CH:19][CH2:20][CH2:21][CH2:22][CH2:23]3)[cH:30][cH:29]2)[cH:12][cH:13]1)=[O:16])=[O:17].